This data is from the Open Reaction Database (ORD), a public repository of structured organic reaction records. The task is: describe an organic reaction: reactants, conditions, products, and yield Solvent: O (water). Product: NC(C(=O)O)C1=CC=2C(=CSN2)C=C1 (α-Amino-α-(2,1-benzisothiazol-6-yl)acetic acid). As a reaction SMILES: [N:1]1[S:2][CH:3]=[C:4]2[CH:9]=[CH:8][C:7]([CH:10]3[NH:14]C(=O)N[C:11]3=[O:16])=[CH:6][C:5]=12.[OH-:17].[Li+]>O>[NH2:14][CH:10]([C:7]1[CH:8]=[CH:9][C:4]2=[CH:3][S:2][N:1]=[C:5]2[CH:6]=1)[C:11]([OH:16])=[O:17] |f:1.2|. Reported procedure: 16.5 g (0.071 mole) of 10d are heated under reflux analogously to Example 3e with 17.0 g (0.71 mole) of lithium hydroxide in 250 ml of water for 20 hours. Starting materials: N=1SC=C2C1C=C(C=C2)C2C(NC(N2)=O)=O (5-(2,1-Benzisothiazol-6-yl)-2,4-imidazolidinedione), [OH-].[Li+] (lithium hydroxide). Reactants: CCOC(=O)C(CC(=O)c1ccccc1)NC(C)C(=O)O, [H][H]. Product: CCOC(=O)C(CCc1ccccc1)NC(C)C(=O)O. Reaction SMILES: [CH2:1]([CH3:2])[O:3][C:4](=[O:5])[CH:6]([CH2:7][C:8]([c:9]1[cH:10][cH:11][cH:12][cH:13][cH:14]1)=[O:15])[NH:16][CH:17]([CH3:18])[C:19](=[O:20])[OH:21].[H:22][H:23]>>[CH2:1]([CH3:2])[O:3][C:4](=[O:5])[CH:6]([CH2:7][CH2:8][c:9]1[cH:10][cH:11][cH:12][cH:13][cH:14]1)[NH:16][CH:17]([CH3:18])[C:19](=[O:20])[OH:21].